Dataset: the Open Reaction Database (ORD), a public repository of structured organic reaction records. Task: describe an organic reaction: reactants, conditions, products, and yield RXN SMILES: [CH:1]1([c:4]2[c:5]([C:25](=[O:26])[OH:27])[c:6](-[c:19]3[cH:20][cH:21][n:22][cH:23][cH:24]3)[n:7][n:8]2-[c:9]2[cH:10][c:11]([C:15]([F:16])([F:17])[F:18])[cH:12][cH:13][cH:14]2)[CH2:2][CH2:3]1.[ClH:28].[ClH:29].[NH:30]1[CH2:31][CH2:32][CH:33]([N:36]2[CH:37]([CH2:41][OH:42])[CH2:38][CH2:39][CH2:40]2)[CH2:34][CH2:35]1>>[CH:1]1([c:4]2[c:5]([C:25](=[O:26])[N:30]3[CH2:31][CH2:32][CH:33]([N:36]4[CH:37]([CH2:41][OH:42])[CH2:38][CH2:39][CH2:40]4)[CH2:34][CH2:35]3)[c:6](-[c:19]3[cH:20][cH:21][n:22][cH:23][cH:24]3)[n:7][n:8]2-[c:9]2[cH:10][c:11]([C:15]([F:16])([F:17])[F:18])[cH:12][cH:13][cH:14]2)[CH2:2][CH2:3]1. The product is O=C(c1c(-c2ccncc2)nn(-c2cccc(C(F)(F)F)c2)c1C1CC1)N1CCC(N2CCCC2CO)CC1. The reactants are O=C(O)c1c(-c2ccncc2)nn(-c2cccc(C(F)(F)F)c2)c1C1CC1, Cl, Cl, OCC1CCCN1C1CCNCC1. Reactants: IC=1C(=NC(=NC1)N(C)C)NC=1C=NC(=CC1)OC (5-iodo-N4-(6-methoxypyridin-3-yl)-N2,N2-dimethylpyrimidine-2,4-diamine), CC1=NC(=NC(=N1)SC)[Sn](CCCC)(CCCC)CCCC (2-methyl-4-(methylthio)-6-(tributylstannyl)-1,3,5-triazine), [F-].[Cs+] (cesium fluoride), O1CCOCC1 (dioxane). The reagents and catalysts are [Cu]I (copper(I) iodide), C=1C=CC(=CC1)[P](C=2C=CC=CC2)(C=3C=CC=CC3)[Pd]([P](C=4C=CC=CC4)(C=5C=CC=CC5)C=6C=CC=CC6)([P](C=7C=CC=CC7)(C=8C=CC=CC8)C=9C=CC=CC9)[P](C=1C=CC=CC1)(C=1C=CC=CC1)C=1C=CC=CC1 (tetrakis(triphenylphosphine)palladium(0)). Solvent: O (water). Conditions: temperature 140 celsius. The product is COC1=CC=C(C=N1)NC1=NC(=NC=C1C1=NC(=NC(=N1)C)SC)N(C)C (N4-(6-methoxypyridin-3-yl)-N2,N2-dimethyl-5-(4-methyl-6-(methylthio)-1,3,5-triazin-2-yl)pyrimidine-2,4-diamine). Isolated yield 31.4%. Reaction SMILES: I[C:2]1[C:3]([NH:11][C:12]2[CH:13]=[N:14][C:15]([O:18][CH3:19])=[CH:16][CH:17]=2)=[N:4][C:5]([N:8]([CH3:10])[CH3:9])=[N:6][CH:7]=1.[CH3:20][C:21]1[N:26]=[C:25]([S:27][CH3:28])[N:24]=[C:23]([Sn](CCCC)(CCCC)CCCC)[N:22]=1.[F-].[Cs+].O1CCOCC1>O.[Cu]I.C1C=CC([P]([Pd]([P](C2C=CC=CC=2)(C2C=CC=CC=2)C2C=CC=CC=2)([P](C2C=CC=CC=2)(C2C=CC=CC=2)C2C=CC=CC=2)[P](C2C=CC=CC=2)(C2C=CC=CC=2)C2C=CC=CC=2)(C2C=CC=CC=2)C2C=CC=CC=2)=CC=1>[CH3:19][O:18][C:15]1[N:14]=[CH:13][C:12]([NH:11][C:3]2[C:2]([C:23]3[N:22]=[C:21]([CH3:20])[N:26]=[C:25]([S:27][CH3:28])[N:24]=3)=[CH:7][N:6]=[C:5]([N:8]([CH3:10])[CH3:9])[N:4]=2)=[CH:17][CH:16]=1 |f:2.3,^1:56,58,77,96|. Procedure details: A glass microwave reaction vessel was charged with 5-iodo-N4-(6-methoxypyridin-3-yl)-N2,N2-dimethylpyrimidine-2,4-diamine (98 mg, 0.264 mmol), 2-methyl-4-(methylthio)-6-(tributylstannyl)-1,3,5-triazine (114 mg, 0.264 mmol), cesium fluoride (80 mg, 0.528 mmol), copper(I) iodide (10 mg, 0.053 mmol), tetrakis(triphenylphosphine)palladium(0) (30.5 mg, 0.026 mmol) and dioxane (2 mL). The reaction mixture was stirred and heated in a Emrys Optimizer microwave reactor (Personal Chemistry, Biotage AB, In... The reactants are ClC1=C(C(=CC=C1)F)C(C)(C)O (2-(2-chloro-6-fluorophenyl)propan-2-ol), S(O)(O)(=O)=O (sulphuric acid). Solvent: O (water). Yields the product ClC1=C(C(=CC=C1)F)C(=C)C (2-(2-chloro-6-fluorophenyl)-propene). The yield is 67.5%. RXN SMILES: [Cl:1][C:2]1[CH:7]=[CH:6][CH:5]=[C:4]([F:8])[C:3]=1[C:9](O)([CH3:11])[CH3:10].S(=O)(=O)(O)O>O>[Cl:1][C:2]1[CH:7]=[CH:6][CH:5]=[C:4]([F:8])[C:3]=1[C:9]([CH3:11])=[CH2:10]. Procedure: A mixture of 2-(2-chloro-6-fluorophenyl)propan-2-ol (19.0 g), concentrated sulphuric acid and water was heated at reflux for 2 hours. It was cooled and extracted with ether, washed with water, dried (MgSO4) and filtered. The filtrate was evaporated to dryness and the residue was purified by chromatography eluted with hexane to give 2-(2-chloro-6-fluorophenyl)-propene (11.6 g) as a clear oil, NMR (CDCl3) 1.95(s,3H) 4.95(s, 1H), 5.85(s, 1H), 6.85-7.0(m, 1H), 7.05-7.2(m,2H). Reactants: N#CCCCN1CCNCC1, ClCCl, O=CCCN1c2ccccc2CCc2ccccc21. Yields the product N#CCCCN1CCN(CCCN2c3ccccc3CCc3ccccc32)CC1. As a reaction SMILES: [C:20](#[N:21])[CH2:22][CH2:23][CH2:24][N:25]1[CH2:26][CH2:27][NH:28][CH2:29][CH2:30]1.[Cl:31][CH2:32][Cl:33].[cH:1]1[cH:2][cH:3][cH:4][c:5]2[c:11]1[CH2:10][CH2:9][c:8]1[c:7]([cH:15][cH:14][cH:13][cH:12]1)[N:6]2[CH2:16][CH2:17][CH:18]=[O:19]>>[cH:1]1[cH:2][cH:3][cH:4][c:5]2[c:11]1[CH2:10][CH2:9][c:8]1[c:7]([cH:15][cH:14][cH:13][cH:12]1)[N:6]2[CH2:16][CH2:17][CH2:18][N:28]1[CH2:27][CH2:26][N:25]([CH2:24][CH2:23][CH2:22][C:20]#[N:21])[CH2:30][CH2:29]1. Reactants: OO (Hydrogen peroxide), CSC(=C[N+](=O)[O-])SC (1,1-bis-methylthio-2-nitroethylene). Solvent: C(C)(=O)O (acetic acid). Reaction conditions: time 17 hour. Yields the product CS(=O)C(=C[N+](=O)[O-])SC (1-Methylsulphinyl-1-methylthio-2-nitroethylene). Reaction SMILES: [OH:1]O.[CH3:3][S:4][C:5]([S:10][CH3:11])=[CH:6][N+:7]([O-:9])=[O:8]>C(O)(=O)C>[CH3:3][S:4]([C:5]([S:10][CH3:11])=[CH:6][N+:7]([O-:9])=[O:8])=[O:1]. Reported procedure: Hydrogen peroxide (30%, 100 volume, 113 ml) was added over 15 minutes to a stirred solution of 1,1-bis-methylthio-2-nitroethylene (165 g) in acetic acid (4,500 ml) at 60°, and the mixture was stirred at 60° for 17 hours. The mixture was evaporated to a residue which was crystallised from butanone to give the title product as a mixture of the "Z" and "E" isomers m.p. 137°-143°. Further recrystallisation gave one isomer 145°-148° and the mother liquors were evaporated to a residue which was recrys...